This data is from the Open Reaction Database (ORD), a public repository of structured organic reaction records. The task is: describe an organic reaction: reactants, conditions, products, and yield Starting materials: Cl (hydrochloric acid), BrCC1=CC2=CC=C(C=C2C=C1)OC (2-bromomethyl-6-methoxynaphthalene), C1N2CN3CN1CN(C2)C3 (hexamine), C(C)(=O)O (acetic acid). Run in O (water). Run at time 30 minute. The product is COC1=C(C2=CC=CC=C2C=C1)C=O (2-methoxynaphthaldehyde). RXN SMILES: BrC[C:3]1[CH:12]=[CH:11][C:10]2[C:5](=[CH:6][CH:7]=[C:8]([O:13][CH3:14])[CH:9]=2)[CH:4]=1.C1N2CN3CN(C2)CN1C3.[C:25](O)(=[O:27])C.Cl>O>[CH3:14][O:13][C:8]1[CH:7]=[CH:6][C:5]2[C:10](=[CH:11][CH:12]=[CH:3][CH:4]=2)[C:9]=1[CH:25]=[O:27]. Reported procedure: A mixture of 2-bromomethyl-6-methoxynaphthalene (l2.68 g), hexamine (14 g), glacial acetic acid (21 ml) and water (21 ml) were heated under reflux with stirring for 30 minutes. Concentrated hydrochloric acid (16.6 ml) was then added and the mixture stirred and refluxed for a further 15 minutes. The reaction was cooled to room temperature and extracted with toluene (2×25 ml). The combined toluene extracts were washed with water (2×10 ml), saturated sodium bicarbonate solution (2×10 ml) and water ... Reactants: O (water), [Li+].[OH-] (LiOH), C(C)OC(CC(CCCCCCC1=CC(=NC(=N1)NC(C(C)(C)C)=O)NC(C(C)(C)C)=O)C=1C=NC2=CC=CC=C2C1)=O (9-(2,4-Dipivaloylaminopyrimidin-6-yl)-3-(quinolin-3-yl)-nonanoic acid ethyl ester). The solvent is C1CCOC1 (THF). Yields the product NC1=NC(=CC(=N1)N)CCCCCCC(CC(=O)O)C=1C=NC2=CC=CC=C2C1 (9-(2,4-Diaminopyrimidin-6-yl)-3-(quinolin-3-yl)-nonanoic acid). As a reaction SMILES: C([O:3][C:4](=[O:43])[CH2:5][CH:6]([C:33]1[CH:34]=[N:35][C:36]2[C:41]([CH:42]=1)=[CH:40][CH:39]=[CH:38][CH:37]=2)[CH2:7][CH2:8][CH2:9][CH2:10][CH2:11][CH2:12][C:13]1[N:18]=[C:17]([NH:19]C(=O)C(C)(C)C)[N:16]=[C:15]([NH:26]C(=O)C(C)(C)C)[CH:14]=1)C.O.[Li+].[OH-]>C1COCC1>[NH2:19][C:17]1[N:16]=[C:15]([NH2:26])[CH:14]=[C:13]([CH2:12][CH2:11][CH2:10][CH2:9][CH2:8][CH2:7][CH:6]([C:33]2[CH:34]=[N:35][C:36]3[C:41]([CH:42]=2)=[CH:40][CH:39]=[CH:38][CH:37]=3)[CH2:5][C:4]([OH:43])=[O:3])[N:18]=1 |f:2.3|. Procedure details: The ester 7-8 (1 g, 1.7 mmol) was dissolved in THF (20 mL) and water (20 mL) and treated with 1N LiOH (7 mL) at room temperature for 16 hours. After neutralization with 3N HCl, the solution was concentrated in vacuo, filtered through a bed of silica gel (EtOH:H2O:NH4OH 10:1:1) and the residue purified by reverse phase HPLC (preppak C-18 column; water/acetonitrile/0.1% TFA gradient). After lyophilization, the title compound 7-9 (TFA salt) was obtained as a white powder. Reactants: CCCCC, COc1ccc2c(c1)CCC2=O, CC(C)NC(C)C, CCCC=O, [Li]CCCC, C1CCOC1. The product is CCCC=C1Cc2cc(OC)ccc2C1=O. As a reaction SMILES: [CH3:13][CH2:14][CH2:15][CH2:16][CH3:17].[CH3:18][O:19][c:20]1[cH:21][c:22]2[c:26]([cH:27][cH:28]1)[C:25](=[O:29])[CH2:24][CH2:23]2.[CH:1]([NH:2][CH:3]([CH3:4])[CH3:5])([CH3:6])[CH3:7].[CH:30](=[O:31])[CH2:32][CH2:33][CH3:34].[Li:8][CH2:9][CH2:10][CH2:11][CH3:12].[O:35]1[CH2:36][CH2:37][CH2:38][CH2:39]1>>[CH:9]([CH2:10][CH2:11][CH3:12])=[C:24]1[CH2:23][c:22]2[cH:21][c:20]([O:19][CH3:18])[cH:28][cH:27][c:26]2[C:25]1=[O:29]. Reactants: Cc1ccc(NC(=O)CN2CCCC2)cc1[N+](=O)[O-], CCO. Yields the product Cc1ccc(NC(=O)CN2CCCC2)cc1N. RXN SMILES: [CH3:1][c:2]1[c:3]([N+:17]([O-:18])=[O:19])[cH:4][c:5]([NH:8][C:9]([CH2:10][N:11]2[CH2:12][CH2:13][CH2:14][CH2:15]2)=[O:16])[cH:6][cH:7]1.[CH3:20][CH2:21][OH:22]>>[CH3:1][c:2]1[c:3]([NH2:17])[cH:4][c:5]([NH:8][C:9]([CH2:10][N:11]2[CH2:12][CH2:13][CH2:14][CH2:15]2)=[O:16])[cH:6][cH:7]1. Starting materials: CN(C1CC2=CC=CC=C2C1)C (N,N-Dimethyl-2-indanamine), CS(=O)(=O)Cl (Methanesulfonyl chloride), C1C(CC2=CC=CC=C12)O (2-indanol), CCN(C(C)C)C(C)C (iPr2NEt). Product: CS(=O)(=O)OC1CC2=CC=CC=C2C1 (2,3-dihydro-1H-inden-2-yl methanesulfonate). Reaction conditions: temperature 20 celsius, time 16 hour. Solvent: C(Cl)Cl (DCM). RXN SMILES: CN(C)C1CC2C(=CC=CC=2)C1.[CH3:13][S:14](Cl)(=[O:16])=[O:15].[CH2:18]1[C:26]2[C:21](=[CH:22][CH:23]=[CH:24][CH:25]=2)[CH2:20][CH:19]1[OH:27].CCN(C(C)C)C(C)C>C(Cl)Cl>[CH3:13][S:14]([O:27][CH:19]1[CH2:20][C:21]2[C:26](=[CH:25][CH:24]=[CH:23][CH:22]=2)[CH2:18]1)(=[O:16])=[O:15]. The yield is 98.5%. Reported procedure: N,N-Dimethyl-2-indanamine (107). Methanesulfonyl chloride (11.5 mL, 149 mmol) was added dropwise to a stirred solution of 2-indanol (106) (20 g, 149 mmol) and iPr2NEt (28.6 mL, 164 mmol) in DCM (300 mL) at 0° C., and the solution stirred at 20° C. for 16 h. The solution was washed with 1 M HCl (80 mL), aqueous saturated NaHCO3 solution (80 mL) and brine (100 mL), dried and the solvent evaporated. The residue was recrystallised from EtOH to give 2,3-dihydro-1H-inden-2-yl methanesulfonate (31.14 g... Reactants: CCC(=Cc1ccccc1)C(=O)c1ccc(OC)c(Cl)c1Cl, O. The product is CCC1C(=O)c2c(cc(OC)c(Cl)c2Cl)C1c1ccccc1. RXN SMILES: [Cl:1][c:2]1[c:3]([O:21][CH3:22])[cH:4][cH:5][c:6]([C:9]([C:10]([CH2:11][CH3:12])=[CH:13][c:14]2[cH:15][cH:16][cH:17][cH:18][cH:19]2)=[O:20])[c:7]1[Cl:8].[OH2:23]>>[Cl:1][c:2]1[c:3]([O:21][CH3:22])[cH:4][c:5]2[c:6]([c:7]1[Cl:8])[C:9](=[O:20])[CH:10]([CH2:11][CH3:12])[CH:13]2[c:14]1[cH:15][cH:16][cH:17][cH:18][cH:19]1. Reactants: CN(C)C=O, CC(C)(C)O[Si](C)(CCl)c1ccccc1, [Na], O, c1c[nH]cn1. Reaction SMILES: [CH3:23][N:24]([CH3:25])[CH:26]=[O:27].[Cl:1][CH2:2][Si:3]([c:4]1[cH:5][cH:6][cH:7][cH:8][cH:9]1)([CH3:10])[O:11][C:12]([CH3:13])([CH3:14])[CH3:15].[Na:16].[OH2:22].[nH:17]1[cH:18][n:19][cH:20][cH:21]1>>[CH2:2]([Si:3]([c:4]1[cH:5][cH:6][cH:7][cH:8][cH:9]1)([CH3:10])[O:11][C:12]([CH3:13])([CH3:14])[CH3:15])[n:17]1[cH:18][n:19][cH:20][cH:21]1. Yields the product CC(C)(C)O[Si](C)(Cn1ccnc1)c1ccccc1.